Dataset: the Open Reaction Database (ORD), a public repository of structured organic reaction records. Task: describe an organic reaction: reactants, conditions, products, and yield Reactants: N1CCCC1 (pyrrolidine), C(C)(C)(C)OC(=O)N1C(CCCC1)CCOC1=C(C(NC2=CC(=C(C=C12)C(=O)O)Cl)=O)C1=CC(=CC(=C1)C)C (4-[2-(1-tert-butoxycarbonyl-piperidin-2-yl)-ethoxy]-7-chloro-3-(3,5-dimethylphenyl)-2-oxo-1,2-dihydro-quinoline-6-carboxylic acid), Cl.CN(CCCN=C=NCC)C (1-(3-dimethylaminopropyl)-3-ethylcarbodiimide hydrochloride), ON1N=NC2=C1C=CC=C2 (1-hydroxybenzotriazole). Run at time 10 minute. Product: C(C)(C)(C)OC(=O)N1C(CCCC1)CCOC1=C(C(NC2=CC(=C(C=C12)C(=O)N1CCCC1)Cl)=O)C1=CC(=CC(=C1)C)C (2-{2-[7-chloro-3-(3,5-dimethylphenyl)-2-oxo-6-(pyrrolidine-1-carbonyl)-1,2-dihydroquinolin-4-yloxy]-ethyl}-piperidine-1-carboxylic acid tert-butyl ester). The yield is 48.7%. As a reaction SMILES: [C:1]([O:5][C:6]([N:8]1[CH2:13][CH2:12][CH2:11][CH2:10][CH:9]1[CH2:14][CH2:15][O:16][C:17]1[C:26]2[C:21](=[CH:22][C:23]([Cl:30])=[C:24]([C:27]([OH:29])=O)[CH:25]=2)[NH:20][C:19](=[O:31])[C:18]=1[C:32]1[CH:37]=[C:36]([CH3:38])[CH:35]=[C:34]([CH3:39])[CH:33]=1)=[O:7])([CH3:4])([CH3:3])[CH3:2].Cl.CN(C)[CH2:43][CH2:44][CH2:45][N:46]=[C:47]=NCC.ON1C2C=CC=CC=2N=N1.N1CCCC1>>[C:1]([O:5][C:6]([N:8]1[CH2:13][CH2:12][CH2:11][CH2:10][CH:9]1[CH2:14][CH2:15][O:16][C:17]1[C:26]2[C:21](=[CH:22][C:23]([Cl:30])=[C:24]([C:27]([N:46]3[CH2:47][CH2:43][CH2:44][CH2:45]3)=[O:29])[CH:25]=2)[NH:20][C:19](=[O:31])[C:18]=1[C:32]1[CH:37]=[C:36]([CH3:38])[CH:35]=[C:34]([CH3:39])[CH:33]=1)=[O:7])([CH3:2])([CH3:3])[CH3:4] |f:1.2|. Procedure details: To a solution of 4-[2-(1-tert-butoxycarbonyl-piperidin-2-yl)-ethoxy]-7-chloro-3-(3,5-dimethylphenyl)-2-oxo-1,2-dihydro-quinoline-6-carboxylic acid (15 mg in 0.6 mL of dry methylene chloride) was added 8.0 mg of 1-(3-dimethylaminopropyl)-3-ethylcarbodiimide hydrochloride (EDC) followed by 6.0 mg 1-hydroxybenzotriazole (HOBt) and the mixture stirred for 10 minutes. At this time, 9.4 mg of pyrrolidine and the reaction allowed to proceed at room temperature. After 4 hours, the mixture was concentrat...